This data is from the Open Reaction Database (ORD), a public repository of structured organic reaction records. The task is: describe an organic reaction: reactants, conditions, products, and yield The reactants are O (water), C([O-])([O-])=O.[Cs+].[Cs+] (Cesium carbonate), CC=1C(NC=CC1)=O (3-methylpyridin-2(1H)-one), ClC(S(=O)(=O)OCC(F)(F)F)(Cl)Cl (2,2,2-trifluoroethyl trichloromethanesulfonate). Run in ClCCl (dichloromethane). Conditions: time 2 hour. Product: CC=1C(N(C=CC1)CC(F)(F)F)=O (3-Methyl-1-(2,2,2-trifluoroethyl)pyridin-2(1H)-one). Yield: 55.9%. Reaction SMILES: C(=O)([O-])[O-].[Cs+].[Cs+].[CH3:7][C:8]1[C:9](=[O:14])[NH:10][CH:11]=[CH:12][CH:13]=1.ClC(Cl)(Cl)S(O[CH2:21][C:22]([F:25])([F:24])[F:23])(=O)=O.O>ClCCl>[CH3:7][C:8]1[C:9](=[O:14])[N:10]([CH2:21][C:22]([F:25])([F:24])[F:23])[CH:11]=[CH:12][CH:13]=1 |f:0.1.2|. Reported procedure: Cesium carbonate (11.4 g, 34.9 mmol) was added to a solution of 3-methylpyridin-2(1H)-one (3.81 g, 34.9 mmol) and 2,2,2-trifluoroethyl trichloromethanesulfonate (9.81 g, 34.9 mmol) in dichloromethane (80 mL). After 2 h, water was added. The mixture was extracted with ether (3×), and the combined organic extracts were dried over sodium sulfate, filtered and concentrated. Purification by silica gel chromatography (100% dichloromethane 25%→methanol/dichloromethane) gave the title compound (3.73 g).... Starting materials: C1(CCCCC1)=O (cyclohexanone), II (iodine), C(CO)O (ethylene glycol). The solvent is C(C)(=O)OCC (ethyl acetate). Reaction conditions: time 8 hour. Product: O1CCOC12CCCCC2 (1,4-dioxaspiro[4.5]decane). Isolated yield 46.9%. RXN SMILES: [C:1]1(=[O:7])[CH2:6][CH2:5][CH2:4][CH2:3][CH2:2]1.II.[CH2:10](O)[CH2:11][OH:12]>C(OCC)(=O)C>[O:7]1[C:1]2([CH2:6][CH2:5][CH2:4][CH2:3][CH2:2]2)[O:12][CH2:11][CH2:10]1. Reported procedure: To a solution of cyclohexanone (10 g, 0.102 mol) in ethylene glycol (50 mL) was added iodine (3.88 g, 15.3 mmol) and the resulting mixture was stirred at room temperature overnight. The mixture was diluted with ethyl acetate and extracted with saturated aqueous sodium thiosulfate. The organic phase was dried and concentrated to give a crude product, which was purified via silica gel chromatography eluting with ethyl acetate/petroleum ether (1:8) to give 1,4-dioxaspiro[4.5]decane (6.8 g, 46.9% yi... The reactants are ClC=1SC2=C(N1)C=CC(=C2)Cl (2,6-dichlorobenzothiazole), Cl (HCl), COC(=O)C1CC(CCC1)C(=O)C1=CC=C(C=C1)C1=CC=C(C=C1)N (3-(4′-amino-biphenyl-4-carbonyl)-cyclohexanecarboxylic acid methyl ester), ClC=1SC2=C(N1)C=CC(=C2)Cl (2,6-dichloro-benzothiazole), [OH-].[Na+] (NaOH). Reagents/catalysts: Cl (HCl), Cl (HCl). Solvent: O1CCOCC1 (dioxane), CO (methanol), C(CCC)O (butanol), O1CCOCC1 (dioxane). Conditions: temperature 90 celsius. Product: ClC1=CC2=C(N=C(S2)NC2=CC=C(C=C2)C2=CC=C(C=C2)C(=O)[C@H]2C[C@H](CCC2)C(=O)O)C=C1 (cis-3-[4′-(6-chloro-benzothiazol-2-ylamino)-biphenyl-4-carbonyl]-cyclohexanecarboxylic acid). The yield is 8.6%. Reaction SMILES: C[O:2][C:3]([CH:5]1[CH2:10][CH2:9][CH2:8][CH:7]([C:11]([C:13]2[CH:18]=[CH:17][C:16]([C:19]3[CH:24]=[CH:23][C:22]([NH2:25])=[CH:21][CH:20]=3)=[CH:15][CH:14]=2)=[O:12])[CH2:6]1)=[O:4].Cl[C:27]1[S:28][C:29]2[CH:35]=[C:34]([Cl:36])[CH:33]=[CH:32][C:30]=2[N:31]=1.[OH-].[Na+].Cl>C(O)CCC.Cl.O1CCOCC1.CO>[Cl:36][C:34]1[CH:33]=[CH:32][C:30]2[N:31]=[C:27]([NH:25][C:22]3[CH:21]=[CH:20][C:19]([C:16]4[CH:17]=[CH:18][C:13]([C:11]([C@@H:7]5[CH2:8][CH2:9][CH2:10][C@H:5]([C:3]([OH:4])=[O:2])[CH2:6]5)=[O:12])=[CH:14][CH:15]=4)=[CH:24][CH:23]=3)[S:28][C:29]=2[CH:35]=1 |f:2.3|. Procedure: To a solution of 3-(4′-amino-biphenyl-4-carbonyl)-cyclohexanecarboxylic acid methyl ester (100 mg, 0.3 mmol) in butanol (5 mL), 2,6-dichloro-benzothiazole (60 mg, 0.3 mmol) and 5 drops of 4 M HCl in dioxane were added, and the reaction mixture was heated at 90° C. for 5 h. An additional sample of 2,6-dichlorobenzothiazole (60 mg, 0.3 mmol) and 5 drops of 4 M HCl in dioxane were then added, and the reaction mixture was heated overnight at 90° C. The solvent was removed by rotary evaporation, the ... Procedure: The title compound was prepared from 300 mg (0.672 mmol) 5-(1,3-dioxolan-2-yl)-3-iodo-1-([2-(trimethylsilyl)ethoxy]methyl)-1H-indazole (Example 6A) in analogy to the procedure described in Example 21A. The procedure was modified by using 5 equivalents of 2-(1H-pyrazol-1-yl)-ethanol as the alcohol reactant and by switching to toluene as solvent. The reaction mixture was heated to 140° C. for 2 h using microwave irradiation, after which time the same amounts of catalyst and ligand were added again... Reaction conditions: temperature 140 celsius. Product: O1C(OCC1)C=1C=C2C(=NN(C2=CC1)COCC[Si](C)(C)C)OCCN1N=CC=C1 (5-(1,3-Dioxolan-2-yl)-3-[2-(1H-pyrazol-1-yl)ethoxy]-1-{[2-(trimethylsilyl)ethoxy]methyl}-1H-indazole). Reaction SMILES: [O:1]1[CH2:5][CH2:4][O:3][CH:2]1[C:6]1[CH:7]=[C:8]2[C:12](=[CH:13][CH:14]=1)[N:11]([CH2:15][O:16][CH2:17][CH2:18][Si:19]([CH3:22])([CH3:21])[CH3:20])[N:10]=[C:9]2I.[N:24]1([CH2:29][CH2:30][OH:31])[CH:28]=[CH:27][CH:26]=[N:25]1>C1(C)C=CC=CC=1>[O:1]1[CH2:5][CH2:4][O:3][CH:2]1[C:6]1[CH:7]=[C:8]2[C:12](=[CH:13][CH:14]=1)[N:11]([CH2:15][O:16][CH2:17][CH2:18][Si:19]([CH3:22])([CH3:21])[CH3:20])[N:10]=[C:9]2[O:31][CH2:30][CH2:29][N:24]1[CH:28]=[CH:27][CH:26]=[N:25]1. Starting materials: O1C(OCC1)C=1C=C2C(=NN(C2=CC1)COCC[Si](C)(C)C)I (5-(1,3-Dioxolan-2-yl)-3-iodo-1-{[2-(trimethylsilyl)ethoxy]methyl}-1H-indazole), N1(N=CC=C1)CCO (2-(1H-pyrazol-1-yl)-ethanol), alcohol. Run in C1(=CC=CC=C1)C (toluene).